This data is from the Open Reaction Database (ORD), a public repository of structured organic reaction records. The task is: describe an organic reaction: reactants, conditions, products, and yield Procedure details: Methyl 5-methylthio-4-[2-(2-naphthoylamino)(1,3-thiazol-4-yl)]thiophene-2-carboxylate hydrohromide: Methyl 4-(2-bromoacetyl)-5-methylthiothiophene-2-carboxylate (65 mg, 0.21 mmol) was allowed react with 2-napthylthiourea (42.4 mg) as described in Example 154, step (a) to give 82.5 mg (80% yield) of methyl 5-methylthio-4-[2-(2-naphthylamino)(1,3-thiazol-4-yl)]thiophene-2-carboxylate hydrobromide. 1H NMR (DMSO-d6, 300 MHz) δ 2.67 (s, 3H), 3.83 (s, 3 H), 7.31 (s, 1H), 7.50-7.67 (m, 4H), 7.93 (m, 1H... The yield is 80.0%. The reactants are CSC1=C(C=C(S1)C(=O)OC)C=1N=C(SC1)NC(=O)C1=CC2=CC=CC=C2C=C1 (Methyl 5-methylthio-4-[2-(2-naphthoylamino)(1,3-thiazol-4-yl)]thiophene-2-carboxylate), BrCC(=O)C=1C=C(SC1C)C(=S)OC (Methyl 4-(2-bromoacetyl)-5-methylthiothiophene-2-carboxylate), C1=C(C=CC2=CC=CC=C12)NC(=S)N (2-napthylthiourea). The product is Br.CSC1=C(C=C(S1)C(=O)OC)C=1N=C(SC1)NC1=CC2=CC=CC=C2C=C1 (methyl 5-methylthio-4-[2-(2-naphthylamino)(1,3-thiazol-4-yl)]thiophene-2-carboxylate hydrobromide). Reaction SMILES: [CH3:1][S:2][C:3]1[S:7][C:6]([C:8]([O:10][CH3:11])=[O:9])=[CH:5][C:4]=1[C:12]1[N:13]=[C:14]([NH:17]C(C2C=CC3C(=CC=CC=3)C=2)=O)[S:15][CH:16]=1.[Br:30]CC(C1C=C(C(OC)=S)SC=1C)=O.[CH:44]1[C:53]2[C:48](=[CH:49][CH:50]=[CH:51][CH:52]=2)[CH:47]=[CH:46][C:45]=1NC(N)=S>>[BrH:30].[CH3:1][S:2][C:3]1[S:7][C:6]([C:8]([O:10][CH3:11])=[O:9])=[CH:5][C:4]=1[C:12]1[N:13]=[C:14]([NH:17][C:46]2[CH:45]=[CH:44][C:53]3[C:48](=[CH:49][CH:50]=[CH:51][CH:52]=3)[CH:47]=2)[S:15][CH:16]=1 |f:3.4|. Starting materials: CC1=NOC(=C1CN1N=CC(=C1)N)C (1-((3,5-dimethylisoxazol-4-yl)methyl)-1H-pyrazol-4-amine), ClCCN=C=O (2-chloroethyl isocyanate). The solvent is C(C)#N (acetonitrile). Yields the product ClCCNC(=O)NC=1C=NN(C1)CC=1C(=NOC1C)C (1-(2-chloroethyl)-3-(1-((3,5-dimethylisoxazol-4-yl)methyl)1H-pyrazol-4-yl)urea). The yield is 39.7%. RXN SMILES: [CH3:1][C:2]1[C:6]([CH2:7][N:8]2[CH:12]=[C:11]([NH2:13])[CH:10]=[N:9]2)=[C:5]([CH3:14])[O:4][N:3]=1.[Cl:15][CH2:16][CH2:17][N:18]=[C:19]=[O:20]>C(#N)C>[Cl:15][CH2:16][CH2:17][NH:18][C:19]([NH:13][C:11]1[CH:10]=[N:9][N:8]([CH2:7][C:6]2[C:2]([CH3:1])=[N:3][O:4][C:5]=2[CH3:14])[CH:12]=1)=[O:20]. Procedure details: 1-((3,5-dimethylisoxazol-4-yl)methyl)-1H-pyrazol-4-amine (419 mg, 2.18 mmol) and 2-chloroethyl isocyanate (230 mg, 2.18 mmol) in acetonitrile (5 mL) were heated at 65° C. for 16 hours. The reaction was cooled to room temperature and concentrated on the rotovap. The residue was purified by silica column chromotography (100% to 90% dichloromethane in methanol: 30 minute gradient), dried and triturated with ethyl acetate/hexanes (1/9) to afford (1-(2-chloroethyl)-3-(1-((3,5-dimethylisoxazol-4-yl)me... Reactants: COc1cc(C)nc(C#N)n1, CO, Cl, [H][H]. Yields the product COc1cc(C)nc(CN)n1. As a reaction SMILES: [C:1](#[N:2])[c:3]1[n:4][c:5]([O:10][CH3:11])[cH:6][c:7]([CH3:9])[n:8]1.[CH3:15][OH:16].[ClH:12].[H:13][H:14]>>[CH2:1]([NH2:2])[c:3]1[n:4][c:5]([O:10][CH3:11])[cH:6][c:7]([CH3:9])[n:8]1. RXN SMILES: Cl[C:2]1[C:11]2[C:6](=[CH:7][CH:8]=[CH:9][CH:10]=2)[CH:5]=[C:4]([NH:12][C:13]2[CH:17]=[CH:16][NH:15][N:14]=2)[N:3]=1.[CH:18]1[C:27]2[C:22](=[CH:23][CH:24]=[CH:25][CH:26]=2)[CH:21]=[CH:20][C:19]=1B(O)O>>[CH:26]1[C:27]2[C:22](=[CH:21][CH:20]=[CH:19][CH:18]=2)[CH:23]=[CH:24][C:25]=1[C:2]1[C:11]2[C:6](=[CH:7][CH:8]=[CH:9][CH:10]=2)[CH:5]=[C:4]([NH:12][C:13]2[CH:17]=[CH:16][NH:15][N:14]=2)[N:3]=1. The reactants are ClC1=NC(=CC2=CC=CC=C12)NC1=NNC=C1 ((1-chloro-isoquinolin-3-yl)-(1H-pyrazol-3-yl)-amine), C1=C(C=CC2=CC=CC=C12)B(O)O (2-naphthaleneboronic acid). Procedure: Similar procedure as described in example 131 was used, starting from (1-chloro-isoquinolin-3-yl)-(1H-pyrazol-3-yl)-amine and 2-naphthaleneboronic acid to give (1-naphthalen-2-yl-isoquinolin-3-yl)-(1H-pyrazol-3-yl)-amine. LC-MS m/e 337(MH+). The product is C1=C(C=CC2=CC=CC=C12)C1=NC(=CC2=CC=CC=C12)NC1=NNC=C1 ((1-naphthalen-2-yl-isoquinolin-3-yl)-(1H-pyrazol-3-yl)-amine). Reaction SMILES: CCC(NC(C(NC(C(NC(C=O)CCCN=C(N)N)=O)CC(C)C)=O)CC(C)C)=O.CC(CC(NC(C)=O)C(NC(C(NC(C=O)CCCN=C(N)N)=O)CC(C)C)=O)C.[Mn]([O-])(=O)(=O)=O.[K+].CC(C[C@H](NC(C)=O)C(N[C@H](C([NH:83][C@H:84]([C:92]([OH:94])=[O:93])[CH2:85][CH2:86][CH2:87][N:88]=[C:89]([NH2:91])[NH2:90])=O)CC(C)C)=O)C.N[C@H](C=O)CCCNC(=N)N>>[NH2:83][C@H:84]([C:92]([OH:94])=[O:93])[CH2:85][CH2:86][CH2:87][NH:88][C:89](=[NH:90])[NH2:91] |f:0.1,2.3|. Starting materials: CCC(=O)NC(CC(C)C)C(=O)NC(CC(C)C)C(=O)NC(CCCN=C(N)N)C=O.CC(C)CC(C(=O)NC(CC(C)C)C(=O)NC(CCCN=C(N)N)C=O)NC(=O)C (leupeptins), N[C@@H](CCCNC(N)=N)C=O (argininal), CC(C)C[C@@H](C(=O)N[C@@H](CC(C)C)C(=O)N[C@@H](CCCN=C(N)N)C(=O)O)NC(=O)C (leupeptin), [Mn](=O)(=O)(=O)[O-].[K+] (potassium permanganate), CC(C)C[C@@H](C(=O)N[C@@H](CC(C)C)C(=O)N[C@@H](CCCN=C(N)N)C(=O)O)NC(=O)C (leupeptin). Yields the product N[C@@H](CCCNC(N)=N)C(=O)O (arginine). Procedure: The leupeptins under test were brought into an aqueous solution and oxidized with potassium permanganate to leupeptin acids (the argininal portion of leupeptin had been oxidized to form arginine). The resulting acids were purified and isolated by activated charcoal chromatography and acidic alumina chromatography. The isolated acids were hydrolyzed with 6N hydrochloric acid at 110° C for 24 hours. The total arginine content of the hydrolyzate was determined by means of an amino acid analyzing in... Starting materials: COC=1C=C2C(C(NC2=CC1OC)=O)=CO (5,6-Dimethoxy-3-hydroxymethylene oxindole), O1C(=CC=C1)C(=O)N1CCNCC1 (N-furoyl piperazine), toluene sulfone. Product: COC=1C=C2C(C(NC2=CC1OC)=O)=CN1CCN(CC1)C(=O)C=1OC=CC1 (5,6-Dimethoxy-3(4-furoyl piperazino)methylene oxindole). RXN SMILES: [CH3:1][O:2][C:3]1[CH:4]=[C:5]2[C:9](=[CH:10][C:11]=1[O:12][CH3:13])[NH:8][C:7](=[O:14])[C:6]2=[CH:15]O.[O:17]1[CH:21]=[CH:20][CH:19]=[C:18]1[C:22]([N:24]1[CH2:29][CH2:28][NH:27][CH2:26][CH2:25]1)=[O:23]>>[CH3:1][O:2][C:3]1[CH:4]=[C:5]2[C:9](=[CH:10][C:11]=1[O:12][CH3:13])[NH:8][C:7](=[O:14])[C:6]2=[CH:15][N:27]1[CH2:28][CH2:29][N:24]([C:22]([C:18]2[O:17][CH:21]=[CH:20][CH:19]=2)=[O:23])[CH2:25][CH2:26]1. Reported procedure: 3.0 g. of 5,6-Dimethoxy-3-hydroxymethylene oxindole was reacted with 4.0 g. N-furoyl piperazine as described in Example 2 except that 0.10 g. toluene sulfone acid was added as a catalyst. Yield 3.46 g. of product, m.p. 158°-160° C. Starting materials: C, CO, CC(C)(CCC=C1NC(=O)NC1=O)[N+](=O)[O-], [H][H], O, [Pd]. The product is CC(C)(CCCC1NC(=O)NC1=O)[N+](=O)[O-]. Reaction SMILES: [C:21].[CH3:17][OH:18].[CH3:1][C:2]([CH2:3][CH2:4][CH:5]=[C:6]1[C:7](=[O:12])[NH:8][C:9](=[O:11])[NH:10]1)([CH3:13])[N+:14](=[O:15])[O-:16].[H:19][H:20].[OH2:23].[Pd:22]>>[CH3:1][C:2]([CH2:3][CH2:4][CH2:5][CH:6]1[C:7](=[O:12])[NH:8][C:9](=[O:11])[NH:10]1)([CH3:13])[N+:14](=[O:15])[O-:16].